This data is from the Open Reaction Database (ORD), a public repository of structured organic reaction records. The task is: describe an organic reaction: reactants, conditions, products, and yield The reactants are [C@@H]1([C@H](O)[C@H](O)[C@H](O1)CO)N1C=NC(=C1C(=O)N)C(=O)N (1-β-D-ribofuranosyl-imidazole-4,5-dicarboxamide), O=O (Oxygen), C(O)([O-])=O.[Na+] (sodium hydrogen carbonate). Reagents/catalysts: [Pt] (Platinum). The solvent is O (water). Conditions: time 2 day. The product is C(N)(=O)C=1N=CN(C1C(N)=O)[C@H]1[C@H](O)[C@H](O)[C@H](O1)C(=O)O (1-desoxy-1-(4,5-dicarbamoylimidazol-1-yl)-β-D-ribofuranuronic acid). Reaction SMILES: [C@@H:1]1([N:10]2[C:14]([C:15]([NH2:17])=[O:16])=[C:13]([C:18]([NH2:20])=[O:19])[N:12]=[CH:11]2)[O:7][C@H:6]([CH2:8][OH:9])[C@@H:4]([OH:5])[C@H:2]1[OH:3].O=O.C(=O)([O-])[OH:24].[Na+]>O.[Pt]>[C:18]([C:13]1[N:12]=[CH:11][N:10]([C@@H:1]2[O:7][C@H:6]([C:8]([OH:24])=[O:9])[C@@H:4]([OH:5])[C@H:2]2[OH:3])[C:14]=1[C:15](=[O:16])[NH2:17])(=[O:19])[NH2:20] |f:2.3|. Procedure details: 20 g. of 1-β-D-ribofuranosyl-imidazole-4,5-dicarboxamide [see, for example, J. Chem. Soc. 1949, 232] are dissolved in 2 litres of water at 80° C. Platinum (obtained by hydrogenating 10 g. of platinum oxide) is added. Oxygen is blown into the suspension with vigorous stirring. The temperature is held at 80° C. 8.6 G. of sodium hydrogen carbonate are added in several portions so that the mixture always remains alkaline. After 2 days, the catalyst is filtered off, the filtrate concentrated to 100 m... RXN SMILES: [CH3:4][C:5]1([CH3:17])[CH2:6][S:7][CH2:8][CH2:9][N:10]1[n+:11]1[n-:12][o:13][c:14](=[NH:16])[cH:15]1.[ClH:3].[OH:1][OH:2]>>[ClH:3].[O:1]=[S:7]1[CH2:6][C:5]([CH3:4])([CH3:17])[N:10]([n+:11]2[n-:12][o:13][c:14](=[NH:16])[cH:15]2)[CH2:9][CH2:8]1. Reactants: CC1(C)CSCCN1[n+]1cc(=N)o[n-]1, Cl, OO. Product: Cl, CC1(C)CS(=O)CCN1[n+]1cc(=N)o[n-]1. Reported procedure: The title compound was prepared using standard chemical manipulations and procedures similar to those used for the preparation of compound 59.3, except methyl 5-(3,4-dimethyl-1H-pyrazol-5-yl)-2,4-dimethylbenzoate (compound 242.1) was used in place of methyl 3-(3,4-dimethyl-1H-pyrazol-5-yl)-4-methylbenzoate (compound 59.2). m/z (ES+) 245 (M+H)+. Reaction SMILES: CC1C(C)=C(C2C=C(C=CC=2C)C(O)=O)NN=1.[CH3:18][C:19]1[C:23]([CH3:24])=[C:22]([C:25]2[C:26]([CH3:36])=[CH:27][C:28]([CH3:35])=[C:29]([CH:34]=2)[C:30]([O:32]C)=[O:31])[NH:21][N:20]=1.CC1C(C)=C(C2C=C(C=CC=2C)C(OC)=O)NN=1>>[CH3:18][C:19]1[C:23]([CH3:24])=[C:22]([C:25]2[C:26]([CH3:36])=[CH:27][C:28]([CH3:35])=[C:29]([CH:34]=2)[C:30]([OH:32])=[O:31])[NH:21][N:20]=1. Reactants: CC1=NNC(=C1C)C=1C=C(C(=O)O)C=CC1C (3-(3,4-dimethyl-1H-pyrazol-5-yl)-4-methylbenzoic acid), CC1=NNC(=C1C)C=1C(=CC(=C(C(=O)OC)C1)C)C (methyl 5-(3,4-dimethyl-1H-pyrazol-5-yl)-2,4-dimethylbenzoate), CC1=NNC(=C1C)C=1C(=CC(=C(C(=O)OC)C1)C)C (methyl 5-(3,4-dimethyl-1H-pyrazol-5-yl)-2,4-dimethylbenzoate), CC1=NNC(=C1C)C=1C=C(C(=O)OC)C=CC1C (methyl 3-(3,4-dimethyl-1H-pyrazol-5-yl)-4-methylbenzoate). Yields the product CC1=NNC(=C1C)C=1C(=CC(=C(C(=O)O)C1)C)C (5-(3,4-Dimethyl-1H-pyrazol-5-yl)-2,4-dimethylbenzoic acid). The reactants are CO, Cl, O=Cc1ccc(-c2ccc(O)c(F)c2)c2ccccc12, NO, c1ccncc1. The product is ON=Cc1ccc(-c2ccc(O)c(F)c2)c2ccccc12. As a reaction SMILES: [CH3:30][OH:31].[ClH:21].[F:1][c:2]1[cH:3][c:4](-[c:9]2[cH:10][cH:11][c:12]([CH:19]=[O:20])[c:13]3[cH:14][cH:15][cH:16][cH:17][c:18]23)[cH:5][cH:6][c:7]1[OH:8].[NH2:22][OH:23].[cH:24]1[cH:25][cH:26][n:27][cH:28][cH:29]1>>[F:1][c:2]1[cH:3][c:4](-[c:9]2[cH:10][cH:11][c:12]([CH:19]=[N:22][OH:23])[c:13]3[cH:14][cH:15][cH:16][cH:17][c:18]23)[cH:5][cH:6][c:7]1[OH:8]. Reactants: O=C([O-])[O-], CCOc1ccc2c(C#N)c[nH]c2c1, BrC1CCC1, [Cs+], [Cs+], CN(C)C=O. The product is CCOc1ccc2c(C#N)cn(C3CCC3)c2c1. As a reaction SMILES: [C:15](=[O:16])([O-:17])[O-:18].[CH2:1]([CH3:2])[O:3][c:4]1[cH:5][cH:6][c:7]2[c:8]([C:13]#[N:14])[cH:9][nH:10][c:11]2[cH:12]1.[CH:21]1([Br:25])[CH2:22][CH2:23][CH2:24]1.[Cs+:19].[Cs+:20].[O:26]=[CH:27][N:28]([CH3:29])[CH3:30]>>[CH2:1]([CH3:2])[O:3][c:4]1[cH:5][cH:6][c:7]2[c:8]([C:13]#[N:14])[cH:9][n:10]([CH:21]3[CH2:22][CH2:23][CH2:24]3)[c:11]2[cH:12]1. Starting materials: [Al+3], COC(=O)CCCOc1ccc(CC(C)NCC(O)c2cccc(C(F)(F)F)c2)cc1, CCCCCC, [H-], [H-], [H-], [H-], [Li+], [Na+], C1CCOC1, [OH-], O. Yields the product CC(Cc1ccc(OCCCCO)cc1)NCC(O)c1cccc(C(F)(F)F)c1. RXN SMILES: [Al+3:2].[C:7](=[O:8])([O:9][CH3:10])[CH2:11][CH2:12][CH2:13][O:14][c:15]1[cH:16][cH:17][c:18]([CH2:21][CH:22]([CH3:23])[NH:24][CH2:25][CH:26]([c:27]2[cH:28][c:29]([C:33]([F:34])([F:35])[F:36])[cH:30][cH:31][cH:32]2)[OH:37])[cH:19][cH:20]1.[CH3:46][CH2:47][CH2:48][CH2:49][CH2:50][CH3:51].[H-:1].[H-:4].[H-:5].[H-:6].[Li+:3].[Na+:40].[O:41]1[CH2:42][CH2:43][CH2:44][CH2:45]1.[OH-:39].[OH2:38]>>[CH2:7]([OH:8])[CH2:11][CH2:12][CH2:13][O:14][c:15]1[cH:16][cH:17][c:18]([CH2:21][CH:22]([CH3:23])[NH:24][CH2:25][CH:26]([c:27]2[cH:28][c:29]([C:33]([F:34])([F:35])[F:36])[cH:30][cH:31][cH:32]2)[OH:37])[cH:19][cH:20]1. RXN SMILES: [CH:48]([Cl:49])([Cl:50])[Cl:51].[Cl:1][C:2]([Cl:3])([Cl:4])[C:30]([c:5]1[cH:6][n:7][c:8]2[n:9]1[c:10]([CH2:14][N:15]([CH2:16][CH2:17][CH2:18][CH2:19][CH2:20][NH:21][S:22](=[O:23])(=[O:24])[C:25]([F:26])([F:27])[F:28])[C:29]([O:31][C:32]([CH3:33])([CH3:34])[CH3:35])=[O:36])[cH:11][cH:12][cH:13]2)=[O:37].[I:38][Si:39]([CH3:40])([CH3:41])[CH3:42].[Na+:43].[OH:44][C:45](=[O:46])[O-:47]>>[c:5]12[cH:6][n:7][c:8]3[n:9]1[c:10]([cH:11][cH:12][cH:13]3)[CH2:14][N:15]([CH2:16][CH2:17][CH2:18][CH2:19][CH2:20][NH:21][S:22](=[O:23])(=[O:24])[C:25]([F:26])([F:27])[F:28])[C:29]2=[O:31]. The reactants are ClC(Cl)Cl, CC(C)(C)OC(=O)N(CCCCCNS(=O)(=O)C(F)(F)F)Cc1cccc2ncc(C(=O)C(Cl)(Cl)Cl)n12, C[Si](C)(C)I, [Na+], O=C([O-])O. The product is O=C1c2cnc3cccc(n23)CN1CCCCCNS(=O)(=O)C(F)(F)F. Reactants: CCOC(=O)c1ccc([N+](=O)[O-])c(NC(C)=O)c1, CN(C)C=O, Clc1ccccc1CBr, Cl, [H-], [Na+]. The product is CCOC(=O)c1ccc([N+](=O)[O-])c(NC(=O)CCc2ccccc2Cl)c1. Reaction SMILES: [C:1]([CH3:2])(=[O:3])[NH:4][c:5]1[cH:6][c:7]([C:8](=[O:9])[O:10][CH2:11][CH3:12])[cH:13][cH:14][c:15]1[N+:16](=[O:17])[O-:18].[CH3:31][N:32]([CH3:33])[CH:34]=[O:35].[Cl:21][c:22]1[c:23]([CH2:24][Br:25])[cH:26][cH:27][cH:28][cH:29]1.[ClH:30].[H-:19].[Na+:20]>>[C:1]([CH2:2][CH2:24][c:23]1[c:22]([Cl:21])[cH:29][cH:28][cH:27][cH:26]1)(=[O:3])[NH:4][c:5]1[cH:6][c:7]([C:8](=[O:9])[O:10][CH2:11][CH3:12])[cH:13][cH:14][c:15]1[N+:16](=[O:17])[O-:18].